From a dataset of the Open Reaction Database (ORD), a public repository of structured organic reaction records. describe an organic reaction: reactants, conditions, products, and yield Reactants: Example 1 ( g ), C(C1=CC=CC=C1)OCCOCC1=CC=C(C=C1)C1C(CN(CC1OCC1=CC2=CC=CC=C2C=C1)C(=O)OC(C)(C)C)CO (tert-butyl (3SR,4RS,5RS)-4-[4-(2-benzyloxy-ethoxymethyl)-phenyl]-3-hydroxymethyl-5-(naphthalen-2-ylmethoxy)-piperidine-1-carboxylate), COCCBr (2-methoxy-ethyl bromide). The product is C(C1=CC=CC=C1)OCCOCC1=CC=C(C=C1)C1C(CN(CC1OCC1=CC2=CC=CC=C2C=C1)C(=O)OC(C)(C)C)COCCOC (tert-butyl (3SR,4RS,5RS)-4-[4-(2-benzyloxy-ethoxymethyl)-phenyl]-3-(2-methoxy-ethoxymethyl)-5-(naphthalen-2-ylmethoxy)-piperidine-1-carboxylate). Reaction SMILES: [CH2:1]([O:8][CH2:9][CH2:10][O:11][CH2:12][C:13]1[CH:18]=[CH:17][C:16]([CH:19]2[CH:24]([O:25][CH2:26][C:27]3[CH:36]=[CH:35][C:34]4[C:29](=[CH:30][CH:31]=[CH:32][CH:33]=4)[CH:28]=3)[CH2:23][N:22]([C:37]([O:39][C:40]([CH3:43])([CH3:42])[CH3:41])=[O:38])[CH2:21][CH:20]2[CH2:44][OH:45])=[CH:15][CH:14]=1)[C:2]1[CH:7]=[CH:6][CH:5]=[CH:4][CH:3]=1.[CH3:46][O:47][CH2:48][CH2:49]Br>>[CH2:1]([O:8][CH2:9][CH2:10][O:11][CH2:12][C:13]1[CH:14]=[CH:15][C:16]([CH:19]2[CH:24]([O:25][CH2:26][C:27]3[CH:36]=[CH:35][C:34]4[C:29](=[CH:30][CH:31]=[CH:32][CH:33]=4)[CH:28]=3)[CH2:23][N:22]([C:37]([O:39][C:40]([CH3:41])([CH3:42])[CH3:43])=[O:38])[CH2:21][CH:20]2[CH2:44][O:45][CH2:49][CH2:48][O:47][CH3:46])=[CH:17][CH:18]=1)[C:2]1[CH:3]=[CH:4][CH:5]=[CH:6][CH:7]=1. Procedure: In an analogous manner to that described in Example 1 (g), by alkylating tert-butyl (3SR,4RS,5RS)-4-[4-(2-benzyloxy-ethoxymethyl)-phenyl]-3-hydroxymethyl-5-(naphthalen-2-ylmethoxy)-piperidine-1-carboxylate with 2-methoxy-ethyl bromide there was obtained tert-butyl (3SR,4RS,5RS)-4-[4-(2-benzyloxy-ethoxymethyl)-phenyl]-3-(2-methoxy-ethoxymethyl)-5-(naphthalen-2-ylmethoxy)-piperidine-1-carboxylate as a colourless oil; MS: 687 (M+NH4)+. The reactants are S(=O)(=O)(N)N (Sulfamide), NC1=CC=C(C=C1)C=1N=CN(C1)C(=O)N(C)C1CCCCC1 (4-(4-aminophenyl)-N-cyclohexyl-N-methyl-1H-imidazole-1-carboxamide), S(=O)(=O)(N)N (sulfamide). The solvent is O1CCOCC1 (dioxane). Product: C1(CCCCC1)N(C(=O)N1C=NC(=C1)C1=CC=C(C=C1)NS(N)(=O)=O)C (N-cyclohexyl-N-methyl-4-(4-(sulfamoylamino)phenyl)-1H-imidazole-1-carboxamide). Yield: 6.0%. As a reaction SMILES: [S:1]([NH2:5])([NH2:4])(=[O:3])=[O:2].N[C:7]1[CH:12]=[CH:11][C:10]([C:13]2[N:14]=[CH:15][N:16]([C:18]([N:20]([CH:22]3[CH2:27][CH2:26][CH2:25][CH2:24][CH2:23]3)[CH3:21])=[O:19])[CH:17]=2)=[CH:9][CH:8]=1>O1CCOCC1>[CH:22]1([N:20]([CH3:21])[C:18]([N:16]2[CH:17]=[C:13]([C:10]3[CH:11]=[CH:12][C:7]([NH:4][S:1](=[O:3])(=[O:2])[NH2:5])=[CH:8][CH:9]=3)[N:14]=[CH:15]2)=[O:19])[CH2:23][CH2:24][CH2:25][CH2:26][CH2:27]1. Reported procedure: Sulfamide (0.089 g, 0.922 mmol) was added to a stirred suspension of 4-(4-aminophenyl)-N-cyclohexyl-N-methyl-1H-imidazole-1-carboxamide (0.250 g, 0.838 mmol) in dioxane (2 mL) at room temperature. The suspension was heated at reflux for 4 h to give a clear solution, whereupon more sulfamide (0.089 g, 0.922 mmol) was added and the mixture was heated at reflux for a further 2.5 h. The solvent was removed and the brown residue was purified by chromatography (silica, dichloromethane/methanol, 1%, 2%... Reactants: C[C@@]12[C@@H]([C@@H](C[C@@H](O1)N3C=4C=CC=CC4C5=C3C=6N2C=7C=CC=CC7C6C8=C5C(=O)NC8)NC)OC (staurosporine), C[C@@H](CC1=CC=CC=C1)N.C[C@@H](CC1=CC=CC=C1)N.OS(=O)(=O)O (Medex). The solvent is C(C)(=O)OCC (ethyl acetate), CS(=O)C (DMSO), [OH-].[Na+] (sodium hydroxide). Run at time 8 hour. Product: C[C@@]12[C@@H]([C@@H](C[C@@H](O1)N3C=4C=CC=CC4C5=C3C=6N2C=7C=CC=CC7C6C8=C5C(=O)N[C@H]8O)NC)OC (UCN-01). The yield is 59.0%. Reaction SMILES: [CH3:1][C@:2]12[N:18]3[C:19]4[CH:20]=[CH:21][CH:22]=[CH:23][C:24]=4[C:25]4[C:26]5[CH2:31][NH:30][C:28](=[O:29])[C:27]=5[C:15]5=[C:16]([C:17]=43)[N:8]([C:9]3[CH:10]=[CH:11][CH:12]=[CH:13][C:14]=35)[C@H:6]([O:7]1)[CH2:5][C@@H:4]([NH:32][CH3:33])[C@H:3]2[O:34][CH3:35].C[C@H](N)CC1C=CC=CC=1.C[C@H](N)CC1C=CC=CC=1.[OH:56]S(O)(=O)=O>CS(C)=O.[OH-].[Na+].C(OCC)(=O)C>[CH3:1][C@:2]12[N:18]3[C:19]4[CH:20]=[CH:21][CH:22]=[CH:23][C:24]=4[C:25]4[C:26]5[C@H:31]([OH:56])[NH:30][C:28](=[O:29])[C:27]=5[C:15]5=[C:16]([C:17]=43)[N:8]([C:9]3[CH:10]=[CH:11][CH:12]=[CH:13][C:14]=35)[C@H:6]([O:7]1)[CH2:5][C@@H:4]([NH:32][CH3:33])[C@H:3]2[O:34][CH3:35] |f:1.2.3,5.6|. Reported procedure: 100 mg (0.21 mmol) of staurosporine (commercially available from Kyowa Medex Co., Ltd., Japan) was dissolved in a mixture of 4 ml of DMSO and 1 ml of 2N sodium hydroxide. The solution was stirred overnight at room temperature. The reaction solution was diluted with ethyl acetate, washed with water and brine in order, and dried over anhydrous magnesium sulfate. The solvent was evaporated, and the residue was purified by silica gel column chromatography using the elution with 0%, 4%, 6%, and 10% a... Starting materials: CCN(C(C)C)C(C)C, CN(C)CCN, CN1CCCC1=O, CO, N#Cc1ccc2c(c1)[nH]c1ncnc(Cl)c12. Yields the product CN(C)CCNc1ncnc2[nH]c3cc(C#N)ccc3c12. Reaction SMILES: [CH2:23]([N:24]([CH:25]([CH3:26])[CH3:27])[CH:28]([CH3:29])[CH3:30])[CH3:31].[CH3:17][N:18]([CH2:19][CH2:20][NH2:21])[CH3:22].[CH3:32][N:33]1[CH2:34][CH2:35][CH2:36][C:37]1=[O:38].[CH3:39][OH:40].[Cl:1][c:2]1[n:3][cH:4][n:5][c:6]2[nH:7][c:8]3[cH:9][c:10]([C:15]#[N:16])[cH:11][cH:12][c:13]3[c:14]12>>[c:2]1([NH:21][CH2:20][CH2:19][N:18]([CH3:17])[CH3:22])[n:3][cH:4][n:5][c:6]2[nH:7][c:8]3[cH:9][c:10]([C:15]#[N:16])[cH:11][cH:12][c:13]3[c:14]12. Starting materials: COCCC1(C(=O)NC(Cc2ccc(-c3c(C)n(C)c(=O)n(C)c3=O)cc2)C(=O)OC)CCCC1, CCO, [Na+], [OH-]. Yields the product COCCC1(C(=O)NC(Cc2ccc(-c3c(C)n(C)c(=O)n(C)c3=O)cc2)C(=O)O)CCCC1. As a reaction SMILES: [CH3:1][O:2][C:3]([CH:4]([NH:5][C:6](=[O:7])[C:8]1([CH2:13][CH2:14][O:15][CH3:16])[CH2:9][CH2:10][CH2:11][CH2:12]1)[CH2:17][c:18]1[cH:19][cH:20][c:21](-[c:24]2[c:25](=[O:34])[n:26]([CH3:33])[c:27](=[O:32])[n:28]([CH3:31])[c:29]2[CH3:30])[cH:22][cH:23]1)=[O:35].[CH3:38][CH2:39][OH:40].[Na+:37].[OH-:36]>>[O:2]=[C:3]([CH:4]([NH:5][C:6](=[O:7])[C:8]1([CH2:13][CH2:14][O:15][CH3:16])[CH2:9][CH2:10][CH2:11][CH2:12]1)[CH2:17][c:18]1[cH:19][cH:20][c:21](-[c:24]2[c:25](=[O:34])[n:26]([CH3:33])[c:27](=[O:32])[n:28]([CH3:31])[c:29]2[CH3:30])[cH:22][cH:23]1)[OH:35]. The reactants are FC1=CC2=C(C(=NO2)C2CCN(CC2)CCN2C(C3=CC=CC=C3C2O)=O)C=C1 (2-[2-[4-(6-fluoro-1,2-benzisoxazol-3-yl)-1-piperidinyl]ethyl]-2,3-dihydro-3-hydroxy-1H-isoindol-1-one), CN=C=O (methyl isocyanate), C1CCOC1 (THF), C(=O)([O-])[O-].[K+].[K+] (K2CO3). Run at time 3 day. Product: C(N)(OCC[C@@H](CN1CCC(CC1)C1=NOC2=C1C=CC(=C2)F)C)=O ((S)-3-[4-(6-Fluoro-1,2-benzisoxazol-3-yl)-1-piperidinyl]-2-methylpropyl-methyl carbamate). Isolated yield 73.0%. As a reaction SMILES: [F:1][C:2]1[CH:29]=[CH:28][C:5]2[C:6]([CH:9]3[CH2:14][CH2:13][N:12]([CH2:15][CH2:16]N4C(O)C5C(=CC=CC=5)C4=O)[CH2:11][CH2:10]3)=[N:7][O:8][C:4]=2[CH:3]=1.C[N:31]=[C:32]=[O:33].[C:34]([O-])([O-])=O.[K+].[K+].C1C[O:43][CH2:42][CH2:41]1>>[C:32](=[O:33])([O:43][CH2:42][CH2:41][C@H:16]([CH3:34])[CH2:15][N:12]1[CH2:11][CH2:10][CH:9]([C:6]2[C:5]3[CH:28]=[CH:29][C:2]([F:1])=[CH:3][C:4]=3[O:8][N:7]=2)[CH2:14][CH2:13]1)[NH2:31] |f:2.3.4|. Reported procedure: To a solution of 2-[2-[4-(6-fluoro-1,2-benzisoxazol-3-yl)-1-piperidinyl]ethyl]-2,3-dihydro-3-hydroxy-1H-isoindol-1-one (3.1 g, 10.6 mmol) in dry THF (120 ml) was added methyl isocyanate (0.66 ml, 11.1 mmol) followed by milled K2CO3 (2.2 g, 15.9 mmol) at room temperature, under nitrogen. The reaction mixture was stirred for 3 days at which time it was filtered through a pad of Celite and the solids washed with EtOAc. The combined filtrates were concentrated to give the crude product which was pur... Starting materials: CCC(=O)Cl, COc1ccc(C=CC(=O)c2c(O)cc(OC)cc2OC)cc1, c1ccncc1. Product: CCC(=O)Oc1cc(OC)cc(OC)c1C(=O)C=Cc1ccc(OC)cc1. As a reaction SMILES: [C:24]([CH2:25][CH3:26])(=[O:27])[Cl:28].[OH:1][c:2]1[c:3]([C:4]([CH:5]=[CH:6][c:7]2[cH:8][cH:9][c:10]([O:13][CH3:14])[cH:11][cH:12]2)=[O:15])[c:16]([O:22][CH3:23])[cH:17][c:18]([O:20][CH3:21])[cH:19]1.[cH:29]1[cH:30][cH:31][n:32][cH:33][cH:34]1>>[O:1]([c:2]1[c:3]([C:4]([CH:5]=[CH:6][c:7]2[cH:8][cH:9][c:10]([O:13][CH3:14])[cH:11][cH:12]2)=[O:15])[c:16]([O:22][CH3:23])[cH:17][c:18]([O:20][CH3:21])[cH:19]1)[C:24]([CH2:25][CH3:26])=[O:27]. Reactants: O=C([O-])[O-], CN(C)C=O, O=Cc1ccc(F)cc1Cl, CC(C)c1nnn(-c2c(Cl)cccc2Cl)c1CO, [Cs+], [Cs+], O. Yields the product CC(C)c1nnn(-c2c(Cl)cccc2Cl)c1COc1ccc(C=O)c(Cl)c1. As a reaction SMILES: [C:29](=[O:30])([O-:31])[O-:32].[CH3:36][N:37]([CH3:38])[CH:39]=[O:40].[Cl:19][c:20]1[c:21]([CH:22]=[O:23])[cH:24][cH:25][c:26]([F:28])[cH:27]1.[Cl:1][c:2]1[c:3](-[n:9]2[n:10][n:11][c:12]([CH:16]([CH3:17])[CH3:18])[c:13]2[CH2:14][OH:15])[c:4]([Cl:8])[cH:5][cH:6][cH:7]1.[Cs+:33].[Cs+:34].[OH2:35]>>[Cl:1][c:2]1[c:3](-[n:9]2[n:10][n:11][c:12]([CH:16]([CH3:17])[CH3:18])[c:13]2[CH2:14][O:15][c:26]2[cH:25][cH:24][c:21]([CH:22]=[O:23])[c:20]([Cl:19])[cH:27]2)[c:4]([Cl:8])[cH:5][cH:6][cH:7]1.